This data is from the Open Reaction Database (ORD), a public repository of structured organic reaction records. The task is: describe an organic reaction: reactants, conditions, products, and yield The reactants are BrC1=C2C=CC=NC2=C(N=C1)Cl (5-bromo-8-chloro-[1,7]naphthyridine), N1=CC=CC(=C1)B(O)O (5-pyridineboronic acid), NC=1N=C(SC1)C (4-amino-2-methylthiazole). Yields the product CC=1SC=C(N1)NC=1N=CC(=C2C=CC=NC12)C=1C=NC=CC1 ((2-Methyl-thiazol-4-yl)-(5-pyridin-3-yl-[1,7]naphthyridin-8-yl)-amine). Reaction SMILES: Br[C:2]1[CH:11]=[N:10][C:9](Cl)=[C:8]2[C:3]=1[CH:4]=[CH:5][CH:6]=[N:7]2.[N:13]1[CH:18]=[C:17](B(O)O)[CH:16]=[CH:15][CH:14]=1.[NH2:22][C:23]1[N:24]=[C:25]([CH3:28])[S:26][CH:27]=1>>[CH3:28][C:25]1[S:26][CH:27]=[C:23]([NH:22][C:9]2[N:10]=[CH:11][C:2]([C:15]3[CH:14]=[N:13][CH:18]=[CH:17][CH:16]=3)=[C:3]3[C:8]=2[N:7]=[CH:6][CH:5]=[CH:4]3)[N:24]=1. Reported procedure: The title compound, MS: m/e=320.2 (M+H+), was prepared in accordance with the general method of example 15 step 1 and step 3 from 5-bromo-8-chloro-[1,7]naphthyridine (Example H), 5-pyridineboronic acid and 4-amino-2-methylthiazole (Example F). The reactants are C(C)OP(=O)(OCC)/C=C/C=1C(=NN(C1)C1=CC=CC=C1)OCC1=CC(=C(OCC=2N=C(OC2C)C=2C=CC(=C(C(=O)OC)C2)OC)C=C1)OC (methyl 5-{4-({4-[({4-[(E)-2-(diethoxyphosphoryl)ethenyl]-1-phenyl-1H-pyrazol-3-yl}oxy)methyl]-2-methoxyphenoxy}methyl)-5-methyl-1,3-oxazol-2-yl}-2-methoxybenzoate), O1CCCC1 (tetrahydrofuran), [OH-].[Na+] (sodium hydroxide), Cl (hydrochloric acid). Run in C(C)O (ethanol), O (water). Conditions: temperature 50 celsius, time 1 hour. The product is C(C)OP(=O)(OCC)/C=C/C=1C(=NN(C1)C1=CC=CC=C1)OCC1=CC(=C(OCC=2N=C(OC2C)C=2C=CC(=C(C(=O)O)C2)OC)C=C1)OC (5-{4-({4-[({4-[(E)-2-(diethoxyphosphoryl)ethenyl]-1-phenyl-1H-pyrazol-3-yl}oxy)methyl]-2-methoxyphenoxy}methyl)-5-methyl-1,3-oxazol-2-yl}-2-methoxybenzoic acid). The yield is 81.6%. RXN SMILES: [CH2:1]([O:3][P:4](/[CH:9]=[CH:10]/[C:11]1[C:12]([O:22][CH2:23][C:24]2[CH:49]=[CH:48][C:27]([O:28][CH2:29][C:30]3[N:31]=[C:32]([C:36]4[CH:37]=[CH:38][C:39]([O:46][CH3:47])=[C:40]([CH:45]=4)[C:41]([O:43]C)=[O:42])[O:33][C:34]=3[CH3:35])=[C:26]([O:50][CH3:51])[CH:25]=2)=[N:13][N:14]([C:16]2[CH:21]=[CH:20][CH:19]=[CH:18][CH:17]=2)[CH:15]=1)([O:6][CH2:7][CH3:8])=[O:5])[CH3:2].O1CCCC1.[OH-].[Na+].Cl>O.C(O)C>[CH2:7]([O:6][P:4](/[CH:9]=[CH:10]/[C:11]1[C:12]([O:22][CH2:23][C:24]2[CH:49]=[CH:48][C:27]([O:28][CH2:29][C:30]3[N:31]=[C:32]([C:36]4[CH:37]=[CH:38][C:39]([O:46][CH3:47])=[C:40]([CH:45]=4)[C:41]([OH:43])=[O:42])[O:33][C:34]=3[CH3:35])=[C:26]([O:50][CH3:51])[CH:25]=2)=[N:13][N:14]([C:16]2[CH:17]=[CH:18][CH:19]=[CH:20][CH:21]=2)[CH:15]=1)([O:3][CH2:1][CH3:2])=[O:5])[CH3:8] |f:2.3|. Reported procedure: To a mixture of methyl 5-{4-({4-[({4-[(E)-2-(diethoxyphosphoryl)ethenyl]-1-phenyl-1H-pyrazol-3-yl}oxy)methyl]-2-methoxyphenoxy}methyl)-5-methyl-1,3-oxazol-2-yl}-2-methoxybenzoate (0.10 g), tetrahydrofuran (1 mL) and ethanol (1 mL) was added 1N aqueous sodium hydroxide solution (0.5 mL); and the mixture was stirred at 50° C. for 1 hr. To the reaction mixture were added 1N hydrochloric acid (1 mL) and water, and the mixture was extracted with ethyl acetate. The organic layer was washed with satura... Reactants: C(C)(C)(C)OC(NC1=NC=C(C=2C1=CN(N2)C2=C(C=CC=C2Cl)Cl)Cl)=O ([7-chloro-2-(2,6-dichlorophenyl)-2H-pyrazolo[4,3-c]pyridin-4-yl]-carbamic acid tert-butyl ester), C(=O)(C(F)(F)F)O (TFA). The solvent is C(Cl)Cl (DCM). The product is ClC=1C=2C(C(=NC1)N)=CN(N2)C2=C(C=CC=C2Cl)Cl (7-Chloro-2-(2,6-dichlorophenyl)-2H-pyrazolo[4,3-c]pyridin-4-ylamine). Isolated yield 24845.2%. RXN SMILES: C(OC(=O)[NH:7][C:8]1[C:13]2=[CH:14][N:15]([C:17]3[C:22]([Cl:23])=[CH:21][CH:20]=[CH:19][C:18]=3[Cl:24])[N:16]=[C:12]2[C:11]([Cl:25])=[CH:10][N:9]=1)(C)(C)C.C(O)(C(F)(F)F)=O>C(Cl)Cl>[Cl:25][C:11]1[C:12]2[C:13](=[CH:14][N:15]([C:17]3[C:22]([Cl:23])=[CH:21][CH:20]=[CH:19][C:18]=3[Cl:24])[N:16]=2)[C:8]([NH2:7])=[N:9][CH:10]=1. Procedure: A solution of [7-chloro-2-(2,6-dichlorophenyl)-2H-pyrazolo[4,3-c]pyridin-4-yl]-carbamic acid tert-butyl ester (531 mg, contaminated with residual tert-butyl carbamate) and TFA (10 mL) in DCM (10 mL) was stirred at room temperature for 2 h and then concentrated under reduced pressure. The residue was partitioned between ethyl acetate and sodium bicarbonate (sat. aq.). The organic layer was washed with brine, dried over anhydrous sodium sulfate, and concentrated to dryness under reduced pressure t...